From a dataset of the Open Reaction Database (ORD), a public repository of structured organic reaction records. describe an organic reaction: reactants, conditions, products, and yield Reactants: C(C)(C)(C)OC(NC(C(=O)N1[C@@H](CCC1)C=1N=NN(N1)CC1=CC=CC=C1)C1CCCCC1)=O ({2-[(S)-2-(2-Benzyl-2H-tetrazol-5-yl)-pyrrolidin-1-yl]-1-cyclohexyl-2-oxo-ethyl}-carbamic acid tert-butyl ester), C(=O)(C(F)(F)F)O (TFA). The solvent is C(Cl)Cl (DCM). Conditions: time 1 hour. Product: FC(C(=O)O)(F)F.NC(C(=O)N1[C@@H](CCC1)C=1N=NN(N1)CC1=CC=CC=C1)C1CCCCC1 (2-Amino-1-[(S)-2-(2-Benzyl-2H-tetrazol-5-yl)-pyrrolidin-1-yl]-2-cyclohexyl-ethanone; compound with trifluoro-acetic acid). RXN SMILES: C(OC(=O)[NH:7][CH:8]([CH:28]1[CH2:33][CH2:32][CH2:31][CH2:30][CH2:29]1)[C:9]([N:11]1[CH2:15][CH2:14][CH2:13][C@H:12]1[C:16]1[N:17]=[N:18][N:19]([CH2:21][C:22]2[CH:27]=[CH:26][CH:25]=[CH:24][CH:23]=2)[N:20]=1)=[O:10])(C)(C)C.[C:35]([OH:41])([C:37]([F:40])([F:39])[F:38])=[O:36]>C(Cl)Cl>[F:38][C:37]([F:40])([F:39])[C:35]([OH:41])=[O:36].[NH2:7][CH:8]([CH:28]1[CH2:29][CH2:30][CH2:31][CH2:32][CH2:33]1)[C:9]([N:11]1[CH2:15][CH2:14][CH2:13][C@H:12]1[C:16]1[N:17]=[N:18][N:19]([CH2:21][C:22]2[CH:27]=[CH:26][CH:25]=[CH:24][CH:23]=2)[N:20]=1)=[O:10] |f:3.4|. Procedure: To a solution of compound E in DCM (4 mL) is added TFA (4 mL) at 0° C. The solution is stirred at room temperature for 1 hr and dried under vacuum. The crude oil is used directly in the next step without further purification. M+H+=369. Reactants: C(#N)[C-](C#N)C#N.[K+] (potassium tricyanomethanide), O (water), C(C)OCC (diethyl ether), S(O)(O)(=O)=O (sulfuric acid), S(O)(O)(=O)=O (sulfuric acid), solution. The solvent is C(C)O (ethanol). Conditions: time 20 minute. Product: NC(=C(C#N)C#N)OCC (3-amino-3-ethoxy-2-cyano-2-propenenitrile). As a reaction SMILES: [C:1]([C-:3]([C:6]#[N:7])[C:4]#[N:5])#[N:2].[K+].O.[CH2:10]([O:12]CC)[CH3:11].S(=O)(=O)(O)O>C(O)C>[NH2:2][C:1]([O:12][CH2:10][CH3:11])=[C:3]([C:6]#[N:7])[C:4]#[N:5] |f:0.1|. Reported procedure: A mixture of 12.9 g of potassium tricyanomethanide from I B, 40 ml of water and 120 ml of diethyl ether was cooled to 5°. To this mixture was added 10 g of concentrated sulfuric acid dropwise at such a rate as to keep the reaction mixture temperature below 10°. Upon complete addition of sulfuric acid, the reaction mixture was stirred during 20 minutes. The mixture was then placed in a separatory funnel and the middle layer drawn off to be used in the next reaction. To 50 ml of the solution from ...